This data is from the Open Reaction Database (ORD), a public repository of structured organic reaction records. The task is: describe an organic reaction: reactants, conditions, products, and yield The reactants are O=C(Cl)CC12CC3CC(CC(C3)C1)C2, CC(C)(C)c1c(N)nn2cccnc12. The product is CC(C)(C)c1c(NC(=O)CC23CC4CC(CC(C4)C2)C3)nn2cccnc12. Reaction SMILES: [C:15]12([CH2:25][C:26](=[O:27])[Cl:28])[CH2:16][CH:17]3[CH2:18][CH:19]([CH2:20][CH:21]([CH2:22]1)[CH2:23]3)[CH2:24]2.[C:1]([CH3:2])([CH3:3])([CH3:4])[c:5]1[c:6]([NH2:14])[n:7][n:8]2[c:9]1[n:10][cH:11][cH:12][cH:13]2>>[C:1]([CH3:2])([CH3:3])([CH3:4])[c:5]1[c:6]([NH:14][C:26]([CH2:25][C:15]23[CH2:16][CH:17]4[CH2:18][CH:19]([CH2:20][CH:21]([CH2:22]2)[CH2:23]4)[CH2:24]3)=[O:27])[n:7][n:8]2[c:9]1[n:10][cH:11][cH:12][cH:13]2. The reactants are Cl (hydrochloric acid), C1(=CC=CC=C1)C=1C(=CN(C1)CC1=CC=C(C=C1)OCC=1N=C(SC1)C1=CC=CC=C1)CCC(=O)OCC (ethyl 3-[4-phenyl-1-[4-(2-phenyl-4-thiazolylmethoxy)benzyl]-3-pyrrolyl]propionate), [OH-].[Na+] (sodium hydroxide), O1CCCC1 (tetrahydrofuran). Run in C(C)O (ethanol). Run at time 6 hour. The product is C1(=CC=CC=C1)C=1C(=CN(C1)CC1=CC=C(C=C1)OCC=1N=C(SC1)C1=CC=CC=C1)CCC(=O)O (3-[4-phenyl-1-[4-(2-phenyl-4-thiazolylmethoxy)benzyl]-3-pyrrolyl]propionic acid). The yield is 92.6%. As a reaction SMILES: [C:1]1([C:7]2[C:8]([CH2:32][CH2:33][C:34]([O:36]CC)=[O:35])=[CH:9][N:10]([CH2:12][C:13]3[CH:18]=[CH:17][C:16]([O:19][CH2:20][C:21]4[N:22]=[C:23]([C:26]5[CH:31]=[CH:30][CH:29]=[CH:28][CH:27]=5)[S:24][CH:25]=4)=[CH:15][CH:14]=3)[CH:11]=2)[CH:6]=[CH:5][CH:4]=[CH:3][CH:2]=1.[OH-].[Na+].O1CCCC1.Cl>C(O)C>[C:1]1([C:7]2[C:8]([CH2:32][CH2:33][C:34]([OH:36])=[O:35])=[CH:9][N:10]([CH2:12][C:13]3[CH:14]=[CH:15][C:16]([O:19][CH2:20][C:21]4[N:22]=[C:23]([C:26]5[CH:27]=[CH:28][CH:29]=[CH:30][CH:31]=5)[S:24][CH:25]=4)=[CH:17][CH:18]=3)[CH:11]=2)[CH:6]=[CH:5][CH:4]=[CH:3][CH:2]=1 |f:1.2|. Procedure details: A mixture of ethyl 3-[4-phenyl-1-[4-(2-phenyl-4-thiazolylmethoxy)benzyl]-3-pyrrolyl]propionate (706 mg), 1N aqueous sodium hydroxide solution (2.5 ml), tetrahydrofuran (5 ml), and ethanol (5 ml) was stirred at room temperature for 6 hours, and 1N hydrochloric acid (2.5 ml) was added to the mixture, which was extracted with ethyl acetate. The ethyl acetate layer was washed with saturated aqueous sodium chloride solution, dried (MgSO4), then concentrated. The colorless crystals obtained were colle... Starting materials: CC1=C(C(=O)O)C(c2cccc([N+](=O)[O-])c2)N(C(=O)O)C(=S)N1, CO, C[O-], [Na+]. Yields the product CC1=C(C(=O)O)C(c2cccc([N+](=O)[O-])c2)NC(=S)N1. Reaction SMILES: [CH3:1][C:2]1=[C:7]([C:8](=[O:9])[OH:10])[CH:6]([c:11]2[cH:12][c:13]([N+:17](=[O:18])[O-:19])[cH:14][cH:15][cH:16]2)[N:5]([C:20]([OH:21])=[O:22])[C:4](=[S:23])[NH:3]1.[CH3:24][OH:25].[CH3:26][O-:27].[Na+:28]>>[CH3:1][C:2]1=[C:7]([C:8](=[O:9])[OH:10])[CH:6]([c:11]2[cH:12][c:13]([N+:17](=[O:18])[O-:19])[cH:14][cH:15][cH:16]2)[NH:5][C:4](=[S:23])[NH:3]1. Starting materials: COC=1C=C(CC#N)C=CC1 (3-methoxybenzyl cyanide), NC1=NC=C(C(=N1)N)C=O (2,4-diamino-5-pyrimidine-carboxaldehyde). The product is COC=1C=C(C=CC1)C1=CC2=C(N=C(N=C2)N)N=C1N (6-(3-Methoxy-phenyl)-pyrido[2,3-d]pyrimidine-2,7-diamine). Reaction SMILES: [CH3:1][O:2][C:3]1[CH:4]=[C:5]([CH:9]=[CH:10][CH:11]=1)[CH2:6][C:7]#[N:8].[NH2:12][C:13]1[N:18]=[C:17]([NH2:19])[C:16]([CH:20]=O)=[CH:15][N:14]=1>>[CH3:1][O:2][C:3]1[CH:4]=[C:5]([C:6]2[C:7]([NH2:8])=[N:19][C:17]3[N:18]=[C:13]([NH2:12])[N:14]=[CH:15][C:16]=3[CH:20]=2)[CH:9]=[CH:10][CH:11]=1. Reported procedure: The title compound was prepared according to Example 1, starting from 3-methoxybenzyl cyanide and 2,4-diamino-5-pyrimidine-carboxaldehyde; mp 284°-286 ° C. The product is CCOC(=O)N1CCN(C(=O)C(CCC(=O)OC(C)(C)C)NC(=O)c2cc(OCC(=O)O)n(-c3ccccc3)n2)CC1. Starting materials: CCOC(=O)N1CCN(C(=O)C(CCC(=O)OC(C)(C)C)NC(=O)c2cc(OCC(=O)OCc3ccccc3)n(-c3ccccc3)n2)CC1, CCOC(C)=O, [H][H]. As a reaction SMILES: [CH2:1]([CH3:2])[O:3][C:4](=[O:5])[N:6]1[CH2:7][CH2:8][N:9]([C:12]([CH:13]([CH2:14][CH2:15][C:16](=[O:17])[O:18][C:19]([CH3:20])([CH3:21])[CH3:22])[NH:23][C:24](=[O:25])[c:26]2[n:27][n:28](-[c:43]3[cH:44][cH:45][cH:46][cH:47][cH:48]3)[c:29]([O:31][CH2:32][C:33](=[O:34])[O:35][CH2:36][c:37]3[cH:38][cH:39][cH:40][cH:41][cH:42]3)[cH:30]2)=[O:49])[CH2:10][CH2:11]1.[CH3:52][CH2:53][O:54][C:55](=[O:56])[CH3:57].[H:50][H:51]>>[CH2:1]([CH3:2])[O:3][C:4](=[O:5])[N:6]1[CH2:7][CH2:8][N:9]([C:12]([CH:13]([CH2:14][CH2:15][C:16](=[O:17])[O:18][C:19]([CH3:20])([CH3:21])[CH3:22])[NH:23][C:24](=[O:25])[c:26]2[n:27][n:28](-[c:43]3[cH:44][cH:45][cH:46][cH:47][cH:48]3)[c:29]([O:31][CH2:32][C:33](=[O:34])[OH:35])[cH:30]2)=[O:49])[CH2:10][CH2:11]1. Starting materials: CN1SC2=C(C(=C1C(=O)OC)O)C=CC=C2 (methyl 2-methyl-4-hydroxy-2H-1,2-benzothiazine-3-carboxylate), C([O-])([O-])=O.[K+].[K+] (potassium carbonate), IC (iodomethane). Run in CC(=O)C (acetone). Product: CN1SC2=C(C(=C1C(=O)OC)OC)C=CC=C2 (Methyl 2-methyl-4-methoxy-2H-1,2-benzothiazine-3-carboxylate). Yield: 61.0%. As a reaction SMILES: [CH3:1][N:2]1[C:7]([C:8]([O:10][CH3:11])=[O:9])=[C:6]([OH:12])[C:5]2[CH:13]=[CH:14][CH:15]=[CH:16][C:4]=2[S:3]1.[C:17](=O)([O-])[O-].[K+].[K+].IC>CC(C)=O>[CH3:1][N:2]1[C:7]([C:8]([O:10][CH3:11])=[O:9])=[C:6]([O:12][CH3:17])[C:5]2[CH:13]=[CH:14][CH:15]=[CH:16][C:4]=2[S:3]1 |f:1.2.3|. Procedure details: This compound was prepared according to Zinnes et. al., J. Med. Chem., 1973, 16, 44-48. Thus, a solution of methyl 2-methyl-4-hydroxy-2H-1,2-benzothiazine-3-carboxylate (500 mg, 1.86 mmol) (Lombardino, et. al., J. Med. Chem., 1971, 14, 1171-1177, incorporated by reference herein in its entirety) in acetone (10 ml) was treated with anhydrous potassium carbonate (2.6 g, 18.6 mmol) and iodomethane (1.32 g, 9.29 mmol) and refluxed for 40 hours. The mixture was filtered and concentrated and the resid... The reactants are C#CC=CCNC(=O)OC(C)(C)C, CC#N, [Cu]I, Cc1ccc(Oc2ccc(Nc3ncnc(I)c3N)cc2C)cn1, I. Yields the product Cc1ccc(Oc2ccc(Nc3ncnc(C#CC=CCNC(=O)OC(C)(C)C)c3N)cc2C)cn1. Reaction SMILES: [CH2:26]([CH:27]=[CH:28][C:29]#[CH:30])[NH:31][C:32]([O:33][C:34]([CH3:35])([CH3:36])[CH3:37])=[O:38].[CH3:39][C:40]#[N:41].[Cu:42][I:43].[I:2][c:3]1[c:4]([NH2:25])[c:5]([NH:9][c:10]2[cH:11][c:12]([CH3:24])[c:13]([O:16][c:17]3[cH:18][n:19][c:20]([CH3:23])[cH:21][cH:22]3)[cH:14][cH:15]2)[n:6][cH:7][n:8]1.[IH:1]>>[c:3]1([C:30]#[C:29][CH:28]=[CH:27][CH2:26][NH:31][C:32]([O:33][C:34]([CH3:35])([CH3:36])[CH3:37])=[O:38])[c:4]([NH2:25])[c:5]([NH:9][c:10]2[cH:11][c:12]([CH3:24])[c:13]([O:16][c:17]3[cH:18][n:19][c:20]([CH3:23])[cH:21][cH:22]3)[cH:14][cH:15]2)[n:6][cH:7][n:8]1. Starting materials: O1C2CCC[C@]34C=5C=C(C=CC5C[C@H]([C@]231)NCC4)OC (8,14-epoxy-3-methoxymorphinan), O1CCCC1 (tetrahydrofuran), O1CCCC1 (tetrahydrofuran), [H-].[Al+3].[Li+].[H-].[H-].[H-] (lithium aluminum hydride). Solvent: CCOCC (ether). The product is O[C@@]12CCCC[C@]13C=1C=C(C=CC1C[C@H]2NCC3)OC (14-hydroxy-3-methoxymorphinan). RXN SMILES: [O:1]1[C@@:15]23[C@:6]4([CH2:18][CH2:17][NH:16][C@@H:14]2[CH2:13][C:12]2[CH:11]=[CH:10][C:9]([O:19][CH3:20])=[CH:8][C:7]4=2)[CH2:5][CH2:4][CH2:3][CH:2]13.O1CCCC1.[H-].[Al+3].[Li+].[H-].[H-].[H-]>CCOCC>[OH:1][C@:15]12[C@@H:14]3[NH:16][CH2:17][CH2:18][C@:6]1([C:7]1[CH:8]=[C:9]([O:19][CH3:20])[CH:10]=[CH:11][C:12]=1[CH2:13]3)[CH2:5][CH2:4][CH2:3][CH2:2]2 |f:2.3.4.5.6.7|. Reported procedure: A solution of 800 mg. of the amine-epoxide (XX) in 10 ml. of tetrahydrofuran was added dropwise at room temperature, to a suspension of 50 mg. of lithium aluminum hydride in 5 ml. of dry tetrahydrofuran. After the addition had been completed, the reaction mixture was stirred and refluxed during fifteen minutes. Work up as usual yielded 700 mg. of an oil which was dissolved in ether and the resulting solution was filtered through a celitecharcoal mixture. The filtrate was treated with a saturated... The reactants are O=C(O)C1(c2ccc(F)cc2)CCCC1, CC(C)C(=O)Nc1cccc(C2CCN(CCCN)CC2)n1. Product: CC(C)C(=O)Nc1cccc(C2CCN(CCCNC(=O)C3(c4ccc(F)cc4)CCCC3)CC2)n1. Reaction SMILES: [F:1][c:2]1[cH:3][cH:4][c:5]([C:8]2([C:13](=[O:14])[OH:15])[CH2:9][CH2:10][CH2:11][CH2:12]2)[cH:6][cH:7]1.[NH2:16][CH2:17][CH2:18][CH2:19][N:20]1[CH2:21][CH2:22][CH:23]([c:26]2[cH:27][cH:28][cH:29][c:30]([NH:32][C:33]([CH:34]([CH3:35])[CH3:36])=[O:37])[n:31]2)[CH2:24][CH2:25]1>>[F:1][c:2]1[cH:3][cH:4][c:5]([C:8]2([C:13](=[O:15])[NH:16][CH2:17][CH2:18][CH2:19][N:20]3[CH2:21][CH2:22][CH:23]([c:26]4[cH:27][cH:28][cH:29][c:30]([NH:32][C:33]([CH:34]([CH3:35])[CH3:36])=[O:37])[n:31]4)[CH2:24][CH2:25]3)[CH2:9][CH2:10][CH2:11][CH2:12]2)[cH:6][cH:7]1. Reactants: C1OC=2C=C(CCN)C=CC2O1 (3,4-methylenedioxyphenethylamine), ClC=1C2=C(N=C(N1)C=1C=NC=CC1)SC(=C2)CC (4-chloro-2-(pyridin-3-yl)-6-ethyl-thieno-[2,3-d]-pyrimidine). The product is N1=CC(=CC=C1)C=1N=C(C2=C(N1)SC(=C2)CC)NCCC2=CC1=C(C=C2)OCO1 (2-(pyridin-3-yl)-4-(3,4-methylenedioxyphenethylamino)-6-ethyl-thieno-[2,3-d]-pyrimidine). RXN SMILES: [CH2:1]1[O:12][C:11]2[CH:10]=[CH:9][C:5]([CH2:6][CH2:7][NH2:8])=[CH:4][C:3]=2[O:2]1.Cl[C:14]1[C:15]2[CH:28]=[C:27]([CH2:29][CH3:30])[S:26][C:16]=2[N:17]=[C:18]([C:20]2[CH:21]=[N:22][CH:23]=[CH:24][CH:25]=2)[N:19]=1>>[N:22]1[CH:23]=[CH:24][CH:25]=[C:20]([C:18]2[N:19]=[C:14]([NH:8][CH2:7][CH2:6][C:5]3[CH:9]=[CH:10][C:11]4[O:12][CH2:1][O:2][C:3]=4[CH:4]=3)[C:15]3[CH:28]=[C:27]([CH2:29][CH3:30])[S:26][C:16]=3[N:17]=2)[CH:21]=1. Procedure details: With the procedure of Example 1, the reaction of 3,4-methylenedioxyphenethylamine with 4-chloro-2-(pyridin-3-yl)-6-ethyl-thieno-[2,3-d]-pyrimidine yields 2-(pyridin-3-yl)-4-(3,4-methylenedioxyphenethylamino)-6-ethyl-thieno-[2,3-d]-pyrimidine.